This data is from the Open Reaction Database (ORD), a public repository of structured organic reaction records. The task is: describe an organic reaction: reactants, conditions, products, and yield Reactants: CC#N, OC1(c2cccc(Cl)c2)C2=NCCCN2c2ccccc21, N, O=S(=O)(O)O. Yields the product CC(=O)NC1(c2cccc(Cl)c2)C2=NCCCN2c2ccccc21. As a reaction SMILES: [CH3:28][C:29]#[N:30].[Cl:6][c:7]1[cH:8][c:9]([C:13]2([OH:26])[C:14]3=[N:25][CH2:24][CH2:23][CH2:22][N:15]3[c:16]3[cH:17][cH:18][cH:19][cH:20][c:21]32)[cH:10][cH:11][cH:12]1.[NH3:27].[S:1]([OH:2])(=[O:3])(=[O:4])[OH:5]>>[O:2]=[C:29]([CH3:28])[NH:30][C:13]1([c:9]2[cH:8][c:7]([Cl:6])[cH:12][cH:11][cH:10]2)[C:14]2=[N:25][CH2:24][CH2:23][CH2:22][N:15]2[c:16]2[cH:17][cH:18][cH:19][cH:20][c:21]21.